From a dataset of the Open Reaction Database (ORD), a public repository of structured organic reaction records. describe an organic reaction: reactants, conditions, products, and yield The solvent is FC(C(=O)O)(F)F (trifluoroacetic acid). The product is BrC=1C=CC(=C2CCN(C(C12)C(=O)O)S(=O)(=O)C1=CC=C(C=C1)OC1=CC=C(C=C1)F)OC (8-Bromo-2-[4-(4-fluorophenoxy)benzenesulfonyl]-5-methoxy-1,2,3,4-tetrahydro-isoquinoline-1-carboxylic acid). Run at time 12 hour. The reactants are BrC=1C=CC(=C(C1)CCNS(=O)(=O)C1=CC=C(C=C1)OC1=CC=C(C=C1)F)OC (N-[2-(5-Bromo-2-methoxyphenyl)ethyl]-4-(4-fluorophenoxy)benzenesulfonamide), O.C(C=O)(=O)O (glyoxylic acid monohydrate). The yield is 92.1%. As a reaction SMILES: [Br:1][C:2]1[CH:3]=[CH:4][C:5]([O:28][CH3:29])=[C:6]([CH2:8][CH2:9][NH:10][S:11]([C:14]2[CH:19]=[CH:18][C:17]([O:20][C:21]3[CH:26]=[CH:25][C:24]([F:27])=[CH:23][CH:22]=3)=[CH:16][CH:15]=2)(=[O:13])=[O:12])[CH:7]=1.O.[C:31]([OH:35])(=[O:34])[CH:32]=O>FC(F)(F)C(O)=O>[Br:1][C:2]1[CH:3]=[CH:4][C:5]([O:28][CH3:29])=[C:6]2[C:7]=1[CH:32]([C:31]([OH:35])=[O:34])[N:10]([S:11]([C:14]1[CH:15]=[CH:16][C:17]([O:20][C:21]3[CH:26]=[CH:25][C:24]([F:27])=[CH:23][CH:22]=3)=[CH:18][CH:19]=1)(=[O:13])=[O:12])[CH2:9][CH2:8]2 |f:1.2|. Procedure details: 0.81 g (1.7 mmol) of N-[2-(5-bromo-2-methoxyphenyl)ethyl]-4-(4-fluorophenoxy)-benzenesulfonamide (crude product, 21A) is stirred with 0.32 g (3.4 mmol) of glyoxylic acid monohydrate in 10 ml of trifluoroacetic acid at room temperature. After 12 hours, the mixture is poured onto ice and extracted with dichloromethane. Drying with MgSO4 and concentration result in 0.84 g of the title compound which can be reacted further without further purification. Starting materials: C1(=CC=CC=C1)[Li] (phenyllithium), BrC1=CSC=C1 (3-bromothiophene), resultant solution, COC1=CC=C(C(=O)Cl)C=C1 (p-methoxybenzoyl chloride). The solvent is CCOCC (ether), O1CCCC1 (tetrahydrofuran). Reaction conditions: time 8 hour. The product is BrC1=C(SC=C1)C(=O)C1=CC=C(C=C1)OC ((3-Bromothien-2-yl) (4-methoxyphenyl)methanone). RXN SMILES: C1([Li])C=CC=CC=1.[Br:8][C:9]1[CH:13]=[CH:12][S:11][CH:10]=1.[CH3:14][O:15][C:16]1[CH:24]=[CH:23][C:19]([C:20](Cl)=[O:21])=[CH:18][CH:17]=1>CCOCC.O1CCCC1>[Br:8][C:9]1[CH:13]=[CH:12][S:11][C:10]=1[C:20]([C:19]1[CH:23]=[CH:24][C:16]([O:15][CH3:14])=[CH:17][CH:18]=1)=[O:21]. Reported procedure: A solution of phenyllithium (67 ml, 1.65M in ether/benzene) was added dropwise to a solution of 16.3 g of 3-bromothiophene in 100 ml of dry ether at room temperature under nitrogen. After the addition, the solution was stirred overnight under nitrogen. The resultant solution was then added dropwise to a solution of p-methoxybenzoyl chloride (20.5 g) in 80 ml of tetrahydrofuran at -70° C. over two hours and stirring was further continued for two hours at the same temperature. The reaction was the... Starting materials: 2,6-dimethyl-4-(4,4,5,5-tetramethyl-1,3,2-dioxaboran-2-yl)phenol, [bis(diphenylphosphino)ferrocene]dichloropalladium, C([O-])([O-])=O.[K+].[K+] (potassium carbonate), O (water), FC(S(=O)(=O)OC1=C2CNC(C2=C(C=C1)C=1N(C2=CC=C(C=C2C1)CN1CCCCC1)C(=O)OC(C)(C)C)=O)(F)F (4-trifluoromethanesulfonyloxy-7-[1-(tert-butoxycarbonyl)-5-(piperidinomethyl)indol-2-yl]isoindolinone). Reported procedure: In a similar manner to Step 1 of Example 152, 4-trifluoromethanesulfonyloxy-7-[1-(tert-butoxycarbonyl)-5-(piperidinomethyl)indol-2-yl]isoindolinone (80.0 mg, 0.135 mmol) was dissolved in dimethoxyethane (9.6 mL), and the solution was treated with 2,6-dimethyl-4-(4,4,5,5-tetramethyl-1,3,2-dioxaboran-2-yl)phenol (42.0 mg, 0.168 mmol), [bis(diphenylphosphino)ferrocene]dichloropalladium (5.5 mg, 0.0067 mmol), potassium carbonate (58.0 mg, 0.421 mmol) and water (0.030 mL), followed by purification by... The yield is 102.4%. Run in C(OC)COC (dimethoxyethane). As a reaction SMILES: FC(F)(F)S(O[C:7]1[CH:15]=[CH:14][C:13]([C:16]2[N:17]([C:32]([O:34][C:35]([CH3:38])([CH3:37])[CH3:36])=[O:33])[C:18]3[C:23]([CH:24]=2)=[CH:22][C:21]([CH2:25][N:26]2[CH2:31][CH2:30][CH2:29][CH2:28][CH2:27]2)=[CH:20][CH:19]=3)=[C:12]2[C:8]=1[CH2:9][NH:10][C:11]2=[O:39])(=O)=O.[C:42](=[O:45])([O-])[O-].[K+].[K+].O>C(COC)OC>[OH:45][C:42]1[C:14]([CH3:13])=[CH:15][C:7]([C:7]2[CH:15]=[CH:14][C:13]([C:16]3[N:17]([C:32]([O:34][C:35]([CH3:38])([CH3:37])[CH3:36])=[O:33])[C:18]4[C:23]([CH:24]=3)=[CH:22][C:21]([CH2:25][N:26]3[CH2:31][CH2:30][CH2:29][CH2:28][CH2:27]3)=[CH:20][CH:19]=4)=[C:12]3[C:8]=2[CH2:9][NH:10][C:11]3=[O:39])=[CH:8][C:12]=1[CH3:11] |f:1.2.3|. Product: OC1=C(C=C(C=C1C)C1=C2CNC(C2=C(C=C1)C=1N(C2=CC=C(C=C2C1)CN1CCCCC1)C(=O)OC(C)(C)C)=O)C (4-(4-hydroxy-3,5-dimethylphenyl)-7-[1-(tert-butoxycarbonyl)-5-(piperidinomethyl)indol-2-yl]isoindolinone). Reactants: Cc1ccnc(N)c1, CC(C)(C)C(=O)Cl, ClCCl, [Na+], O=C([O-])O, O. Product: Cc1ccnc(NC(=O)C(C)(C)C)c1. As a reaction SMILES: [CH3:1][c:2]1[cH:3][c:4]([NH2:8])[n:5][cH:6][cH:7]1.[CH3:9][C:10]([C:11](=[O:12])[Cl:13])([CH3:14])[CH3:15].[Cl:22][CH2:23][Cl:24].[Na+:21].[O-:17][C:18]([OH:19])=[O:20].[OH2:16]>>[CH3:1][c:2]1[cH:3][c:4]([NH:8][C:11]([C:10]([CH3:9])([CH3:14])[CH3:15])=[O:12])[n:5][cH:6][cH:7]1. The reactants are BrC1=CC=2C(C3=C(NC2N=C1)C=CC(=C3)C#N)(COC(C)C)C(F)(F)F (3-bromo-7-cyano-5-trifluoromethyl-5-isopropoxymethyl-5,10-dihydrobenzo[b][1,8]naphthyridine), CN(C)C=O (DMF), CCOC(=O)C.CCCCCC (EtOAc Hexane). Reagents/catalysts: [C-]#N.[C-]#N.[Zn+2] (Zn(CN)2), C=1C=CC(=CC1)[P](C=2C=CC=CC2)(C=3C=CC=CC3)[Pd]([P](C=4C=CC=CC4)(C=5C=CC=CC5)C=6C=CC=CC6)([P](C=7C=CC=CC7)(C=8C=CC=CC8)C=9C=CC=CC9)[P](C=1C=CC=CC1)(C=1C=CC=CC1)C=1C=CC=CC1 (Pd(PPh3)4). Conditions: temperature 100 celsius. Product: C(#N)C1=CC=2C(C3=C(NC2N=C1)C=CC(=C3)C#N)(COC(C)C)C(F)(F)F (3,7-dicyano-5-trifluoromethyl-5-isopropoxymethyl-5,10-dihydrobenzo[b][1,8]naphthyridine). Isolated yield 60.0%. RXN SMILES: Br[C:2]1[CH:11]=[N:10][C:9]2[NH:8][C:7]3[CH:12]=[CH:13][C:14]([C:16]#[N:17])=[CH:15][C:6]=3[C:5]([C:23]([F:26])([F:25])[F:24])([CH2:18][O:19][CH:20]([CH3:22])[CH3:21])[C:4]=2[CH:3]=1.CCOC(C)=O.CCCCCC.[CH3:39][N:40](C=O)C>[C-]#N.[C-]#N.[Zn+2].C1C=CC([P]([Pd]([P](C2C=CC=CC=2)(C2C=CC=CC=2)C2C=CC=CC=2)([P](C2C=CC=CC=2)(C2C=CC=CC=2)C2C=CC=CC=2)[P](C2C=CC=CC=2)(C2C=CC=CC=2)C2C=CC=CC=2)(C2C=CC=CC=2)C2C=CC=CC=2)=CC=1>[C:39]([C:2]1[CH:11]=[N:10][C:9]2[NH:8][C:7]3[CH:12]=[CH:13][C:14]([C:16]#[N:17])=[CH:15][C:6]=3[C:5]([C:23]([F:26])([F:24])[F:25])([CH2:18][O:19][CH:20]([CH3:21])[CH3:22])[C:4]=2[CH:3]=1)#[N:40] |f:1.2,4.5.6,^1:52,54,73,92|. Reported procedure: A degassed mix of 3-bromo-7-cyano-5-trifluoromethyl-5-isopropoxymethyl-5,10-dihydrobenzo[b][1,8]naphthyridine (15) (73 mg, 0.171 mmol), Zn(CN)2 (20 mg, 0.171 mmol) and Pd(PPh3)4 (10 mg, 0.00855 mmol) in anhydrous DMF (2 mL) was heated at 100° C. for 16 h 30 min. The reaction mixture was cooled to room temperature, quenched 2 N NH4OH (20 mL), and extracted with EtOAc (2×). The combined organic layers were washed with brine, dried over MgSO4, filtered and concentrated in vacuo. Flash chromatograph... Yields the product COC=1C=C2C=CC=NC2=C(C1)[N+](=O)[O-] (6-Methoxy-8-nitroquinoline). Yield: 42.0%. Reaction conditions: temperature 45 celsius. Reactants: COC1=CC(=C(N)C=C1)[N+](=O)[O-] (4-Methoxy-2-nitroaniline), OCC(O)CO (glycerol), [Na+].[N+](=O)([O-])C=1C=C(C=CC1)S(=O)(=O)[O-] (3-nitrobenzensulfonic acid sodium salt), OS(=O)(=O)O (H2SO4). Procedure details: 4-Methoxy-2-nitroaniline (20.0 g, 119 mmol), 34.0 g (369 mmol) glycerol, 24.0 g (107 mmol) 3-nitrobenzensulfonic acid sodium salt, 25 mL H2O and 34 mL H2SO4 are refluxed for 12 h. The reaction mixture is cooled to 45° C., poured into 1 L of cold H2O and vigorously stirred with 500 mL of CH2Cl2 for 30 min. The resulting bi-phasic solution is filtered through celite, and the aqueous layer is extracted with 3×300 mL CH2Cl2. The combined organics are washed with 1×400 mL H2O, 1×400 mL brine, dried o... Solvent: O (H2O), C(Cl)Cl (CH2Cl2), O (H2O). Reaction SMILES: [CH3:1][O:2][C:3]1[CH:9]=[CH:8][C:6]([NH2:7])=[C:5]([N+:10]([O-:12])=[O:11])[CH:4]=1.O[CH2:14][CH:15]([CH2:17]O)O.[Na+].[N+](C1C=C(S([O-])(=O)=O)C=CC=1)([O-])=O.OS(O)(=O)=O>C(Cl)Cl.O>[CH3:1][O:2][C:3]1[CH:9]=[C:8]2[C:6](=[C:5]([N+:10]([O-:12])=[O:11])[CH:4]=1)[N:7]=[CH:17][CH:15]=[CH:14]2 |f:2.3|.